Dataset: the Open Reaction Database (ORD), a public repository of structured organic reaction records. Task: describe an organic reaction: reactants, conditions, products, and yield The reactants are FC=1C=C(C=C2C=CNC(C12)=O)C(C=O)(C)C (2-(8-Fluoro-1-oxo-1,2-dihydroisoquinolin-6-yl)-2-methylpropanal), [BH4-].[Na+] (NaBH4). Solvent: CO (MeOH). Run at time 5 minute. The product is FC=1C=C(C=C2C=CNC(C12)=O)C(CO)(C)C (8-fluoro-6-(1-hydroxy-2-methylpropan-2-yl)isoquinolin-1(2H)-one). Isolated yield 78.9%. Reaction SMILES: [F:1][C:2]1[CH:3]=[C:4]([C:13]([CH3:17])([CH3:16])[CH:14]=[O:15])[CH:5]=[C:6]2[C:11]=1[C:10](=[O:12])[NH:9][CH:8]=[CH:7]2.[BH4-].[Na+]>CO>[F:1][C:2]1[CH:3]=[C:4]([C:13]([CH3:17])([CH3:16])[CH2:14][OH:15])[CH:5]=[C:6]2[C:11]=1[C:10](=[O:12])[NH:9][CH:8]=[CH:7]2 |f:1.2|. Reported procedure: 2-(8-Fluoro-1-oxo-1,2-dihydroisoquinolin-6-yl)-2-methylpropanal (137 mg, 587 μmol) was dissolved in MeOH and cooled in an ice bath. To the resulting solution was added NaBH4 (33 mg, 881 μmol) in one portion. The reaction mixture was stirred vigorously for 5 minutes before removing the cooling bath and stirring for 30 minutes. To the reaction mixture was added about 40 ml of 10% HCl and 40 ml EtOAc. The mixture was shaken and the EtOAc phase collected. The organic phase was washed with an equal v... Reactants: C=CCN1CC2CCC(C1)N2Cc1ccccc1, ClCCl, CN1C(=O)CC(=O)N(C)C1=O, Cl, O=C(C=Cc1ccccc1)C=Cc1ccccc1, O=C(C=Cc1ccccc1)C=Cc1ccccc1, O=C(C=Cc1ccccc1)C=Cc1ccccc1, [Pd], [Pd]. Product: c1ccc(CN2C3CCC2CNC3)cc1. RXN SMILES: [CH2:1]([c:2]1[cH:3][cH:4][cH:5][cH:6][cH:7]1)[N:8]1[CH:9]2[CH2:10][N:11]([CH2:16][CH:17]=[CH2:18])[CH2:12][CH:13]1[CH2:14][CH2:15]2.[CH2:31]([Cl:32])[Cl:33].[CH3:19][N:20]1[C:21](=[O:22])[CH2:23][C:24](=[O:25])[N:26]([CH3:27])[C:28]1=[O:29].[ClH:30].[O:36]=[C:37]([CH:38]=[CH:39][c:40]1[cH:41][cH:42][cH:43][cH:44][cH:45]1)[CH:46]=[CH:47][c:48]1[cH:49][cH:50][cH:51][cH:52][cH:53]1.[O:54]=[C:55]([CH:56]=[CH:57][c:58]1[cH:59][cH:60][cH:61][cH:62][cH:63]1)[CH:64]=[CH:65][c:66]1[cH:67][cH:68][cH:69][cH:70][cH:71]1.[O:72]=[C:73]([CH:74]=[CH:75][c:76]1[cH:77][cH:78][cH:79][cH:80][cH:81]1)[CH:82]=[CH:83][c:84]1[cH:85][cH:86][cH:87][cH:88][cH:89]1.[Pd:34].[Pd:35]>>[CH2:1]([c:2]1[cH:3][cH:4][cH:5][cH:6][cH:7]1)[N:8]1[CH:9]2[CH2:10][NH:11][CH2:12][CH:13]1[CH2:14][CH2:15]2. Reactants: C1=CCCCC1 (cyclohexene), C[SiH](Cl)Cl (methyl dichlorosilane). Reagents/catalysts: [Pt] (platinum). Conditions: time 70 hour. Yields the product C1(CCCCC1)[Si](Cl)(Cl)C (cyclohexyl methyl dichlorosilane). Isolated yield 91.0%. RXN SMILES: [CH:1]1[CH2:6][CH2:5][CH2:4][CH2:3][CH:2]=1.[CH3:7][SiH:8]([Cl:10])[Cl:9]>[Pt]>[CH:1]1([Si:8]([CH3:7])([Cl:10])[Cl:9])[CH2:6][CH2:5][CH2:4][CH2:3][CH2:2]1. Reported procedure: Into a glass-made flask of 100 ml capacity equipped with a reflux condenser and stirrer were introduced 0.25 mole of cyclohexene, 0.25 mole of methyl dichlorosilane and 0.11 g of the same platinum catalyst as used in Example 1 and the flask containing the mixture was put under direct sun light at room temperature. A reaction took place in the mixture and continued without loss of the catalyst activity. The reaction was almost complete after 70 hours of exposure to sun light. Distillation of the ...